describe an organic reaction: reactants, conditions, products, and yield From a dataset of the Open Reaction Database (ORD), a public repository of structured organic reaction records. The reactants are CC(=O)O[BH-](OC(C)=O)OC(C)=O, CCOc1cc(-c2cncc(C=O)c2)ccc1C#N, CCS(N)(=O)=O, Cc1ccccc1, CC(C)[O-], CC(C)[O-], CC(C)[O-], CC(C)[O-], [Na+], [Ti+4]. Yields the product CCOc1cc(-c2cncc(CNS(=O)(=O)CC)c2)ccc1C#N. As a reaction SMILES: [C:26]([O:27][BH-:28]([O:29][C:30](=[O:31])[CH3:32])[O:33][C:34](=[O:35])[CH3:36])(=[O:37])[CH3:38].[CH2:1]([CH3:2])[O:3][c:4]1[c:5]([C:6]#[N:7])[cH:8][cH:9][c:10](-[c:12]2[cH:13][n:14][cH:15][c:16]([CH:18]=[O:19])[cH:17]2)[cH:11]1.[CH2:20]([CH3:21])[S:22](=[O:23])(=[O:24])[NH2:25].[CH3:40][c:41]1[cH:42][cH:43][cH:44][cH:45][cH:46]1.[CH3:47][CH:48]([CH3:49])[O-:50].[CH3:52][CH:53]([CH3:54])[O-:55].[CH3:56][CH:57]([CH3:58])[O-:59].[CH3:60][CH:61]([CH3:62])[O-:63].[Na+:39].[Ti+4:51]>>[CH2:1]([CH3:2])[O:3][c:4]1[c:5]([C:6]#[N:7])[cH:8][cH:9][c:10](-[c:12]2[cH:13][n:14][cH:15][c:16]([CH2:18][NH:25][S:22]([CH2:20][CH3:21])(=[O:23])=[O:24])[cH:17]2)[cH:11]1. Starting materials: COC1CNC1 (3-methoxyazetidine), ClC1=C(C=C(C(=C1)CCC=O)C#N)NC1=NN2C(C(=N1)N(CC1=CC=C(C=C1)OC)C1CC1)=NC=C2C#N (2-((2-chloro-5-cyano-4-(3-oxopropyl)phenyl)amino)-4-(cyclopropyl(4-methoxybenzyl)amino)imidazo[2,1-f][1,2,4]triazine-7-carbonitrile), C(#N)[BH3-].[Na+] (sodium cyanoborohydride), CC(=O)O (AcOH). Solvent: CO (MeOH), CCOC(=O)C (EtOAc), C1CCOC1 (THF). Conditions: time 1 hour. Yields the product ClC1=C(C=C(C(=C1)CCCN1CC(C1)OC)C#N)NC1=NN2C(C(=N1)N(CC1=CC=C(C=C1)OC)C1CC1)=NC=C2C#N (2-((2-chloro-5-cyano-4-(3-(3-methoxyazetidin-1-yl)propyl)phenyl)amino)-4-(cyclopropyl(4-methoxybenzyl)amino)imidazo[2,1-f][1,2,4]triazine-7-carbonitrile). Yield: 66.0%. RXN SMILES: [Cl:1][C:2]1[CH:7]=[C:6]([CH2:8][CH2:9][CH:10]=O)[C:5]([C:12]#[N:13])=[CH:4][C:3]=1[NH:14][C:15]1[N:20]=[C:19]([N:21]([CH:31]2[CH2:33][CH2:32]2)[CH2:22][C:23]2[CH:28]=[CH:27][C:26]([O:29][CH3:30])=[CH:25][CH:24]=2)[C:18]2=[N:34][CH:35]=[C:36]([C:37]#[N:38])[N:17]2[N:16]=1.[CH3:39][O:40][CH:41]1[CH2:44][NH:43][CH2:42]1.CC(O)=O.C([BH3-])#N.[Na+]>C1COCC1.CO.CCOC(C)=O>[Cl:1][C:2]1[CH:7]=[C:6]([CH2:8][CH2:9][CH2:10][N:43]2[CH2:44][CH:41]([O:40][CH3:39])[CH2:42]2)[C:5]([C:12]#[N:13])=[CH:4][C:3]=1[NH:14][C:15]1[N:20]=[C:19]([N:21]([CH:31]2[CH2:32][CH2:33]2)[CH2:22][C:23]2[CH:28]=[CH:27][C:26]([O:29][CH3:30])=[CH:25][CH:24]=2)[C:18]2=[N:34][CH:35]=[C:36]([C:37]#[N:38])[N:17]2[N:16]=1 |f:3.4|. Procedure: 2-((2-chloro-5-cyano-4-(3-oxopropyl)phenyl)amino)-4-(cyclopropyl(4-methoxybenzyl)amino)imidazo[2,1-f][1,2,4]triazine-7-carbonitrile (40 mg, 0.076 mmol) was taken up in THF (0.5 mL) and a solution of 3-methoxyazetidine (9.92 mg, 0.114 mmol) in MeOH (0.2 mL) was added, followed by a drop of AcOH and sodium cyanoborohydride (9.54 mg, 0.152 mmol). The reaction was stirred at room temperature for 1 h. The reaction was diluted with EtOAc and washed with water, then brine. The organic layer was dried o...